Dataset: the Open Reaction Database (ORD), a public repository of structured organic reaction records. Task: describe an organic reaction: reactants, conditions, products, and yield Starting materials: O=C1CCCC(=O)O1, CC(C)(C)[O-], [K+], C1CCOC1. Product: CC(C)(C)OC(=O)CCCC(=O)O. As a reaction SMILES: [C:1]1(=[O:8])[CH2:2][CH2:3][CH2:4][C:5](=[O:6])[O:7]1.[CH3:9][C:10]([CH3:11])([O-:12])[CH3:13].[K+:14].[O:15]1[CH2:16][CH2:17][CH2:18][CH2:19]1>>[C:1]([CH2:2][CH2:3][CH2:4][C:5](=[O:6])[O:12][C:10]([CH3:9])([CH3:11])[CH3:13])([OH:7])=[O:8]. Reactants: BrC=1C=CC(=NC1)N=C (5-bromo-N-methylenepyridin-2-amine), C(C)(C)(C)[N+]#[C-] (tert-butyl isocyanide). The reagents and catalysts are FC(C(=O)O)(F)F (trifluoroacetic acid). Solvent: CO (methanol). Product: BrC=1C=CC=2N(C1)C(=CN2)NC(C)(C)C (6-bromo-N-(tert-butyl)imidazo[1,2-a]pyridin-3-amine). The yield is 78.0%. RXN SMILES: [Br:1][C:2]1[CH:3]=[CH:4][C:5]([N:8]=[CH2:9])=[N:6][CH:7]=1.[C:10]([N+:14]#[C-:15])([CH3:13])([CH3:12])[CH3:11]>CO.FC(F)(F)C(O)=O>[Br:1][C:2]1[CH:3]=[CH:4][C:5]2[N:6]([C:15]([NH:14][C:10]([CH3:13])([CH3:12])[CH3:11])=[CH:9][N:8]=2)[CH:7]=1. Procedure: To a suspension of 5-bromo-N-methylenepyridin-2-amine (0.85 g, 4.6 mmol) in methanol (20 mL) was added tert-butyl isocyanide (1.14 mL, 10.1 mmol) and trifluoroacetic acid (˜3 drops). The reaction mixture was heated at reflux for 2 h, after which point a clear solution was obtained. The mixture was allowed to cool to ambient temperature and was concentrated in vacuo. The residue was purified by column chromatography eluting with a 0-100% gradient ethyl acetate in hexanes to afford 6-bromo-N-(tert... Reactants: ClC1=CC=CC=C1 (chlorobenzene), NC1=CC=CC=C1 (aniline), C(C)(C)(C)P(C(C)(C)C)C(C)(C)C (tri-t-butylphosphine). Reagents/catalysts: C=1C=CC(=CC1)/C=C/C(=O)/C=C/C2=CC=CC=C2.C=1C=CC(=CC1)/C=C/C(=O)/C=C/C2=CC=CC=C2.[Pd] (Pd(dba)2). The solvent is C1(=CC=CC=C1)C (toluene). Run at time 25 hour. Yields the product C1(=CC=CC=C1)NC1=CC=CC=C1 (diphenylamine). Isolated yield 74.5%. As a reaction SMILES: Cl[C:2]1[CH:7]=[CH:6][CH:5]=[CH:4][CH:3]=1.[NH2:8][C:9]1[CH:14]=[CH:13][CH:12]=[CH:11][CH:10]=1.C(P(C(C)(C)C)C(C)(C)C)(C)(C)C>C1(C)C=CC=CC=1.C1C=CC(/C=C/C(/C=C/C2C=CC=CC=2)=O)=CC=1.C1C=CC(/C=C/C(/C=C/C2C=CC=CC=2)=O)=CC=1.[Pd]>[C:2]1([NH:8][C:9]2[CH:14]=[CH:13][CH:12]=[CH:11][CH:10]=2)[CH:7]=[CH:6][CH:5]=[CH:4][CH:3]=1 |f:4.5.6|. Procedure details: The above general procedure was followed using chlorobenzene (135 mg, 1.20 mmol) and aniline (93 mg, 1.00 mmol) with 5 mol % Pd(dba)2 and 4 mol % tri-t-butylphosphine in 2.0 mL of toluene. After 25 hours, the reaction mixture was adsorbed onto silica gel and chromatographed with 2.5% ethyl acetate/hexanes to give 126 mg (75%) of diphenylamine as an off-white solid. Starting materials: CC(C)(C)S, CC(C)=O, CS(=O)(=O)c1ccc(-c2cnn(-c3ccc(F)cc3)c(=O)c2CBr)cc1, [I-], [Na+]. Product: CC(C)(C)SCc1c(-c2ccc(S(C)(=O)=O)cc2)cnn(-c2ccc(F)cc2)c1=O. Reaction SMILES: [CH3:29][C:30]([CH3:31])([CH3:32])[SH:33].[CH3:34][C:35](=[O:36])[CH3:37].[F:1][c:2]1[cH:3][cH:4][c:5](-[n:8]2[n:9][cH:10][c:11](-[c:17]3[cH:18][cH:19][c:20]([S:23](=[O:24])(=[O:25])[CH3:26])[cH:21][cH:22]3)[c:12]([CH2:15][Br:16])[c:13]2=[O:14])[cH:6][cH:7]1.[I-:27].[Na+:28]>>[F:1][c:2]1[cH:3][cH:4][c:5](-[n:8]2[n:9][cH:10][c:11](-[c:17]3[cH:18][cH:19][c:20]([S:23](=[O:24])(=[O:25])[CH3:26])[cH:21][cH:22]3)[c:12]([CH2:15][S:33][C:30]([CH3:29])([CH3:31])[CH3:32])[c:13]2=[O:14])[cH:6][cH:7]1. The reactants are C1(CC1)C=1C(=CC(=C(C(=O)OC(C)(C)C)C1)F)OC[C@@H]1CC[C@H](CC1)C (tert-butyl 5-cyclopropyl-2-fluoro-4-((trans-4-methyl-cyclohexyl)methoxy)benzoate), FC(C(=O)O)(F)F (trifluoroacetic acid). Reaction SMILES: [CH:1]1([C:4]2[C:5]([O:18][CH2:19][C@H:20]3[CH2:25][CH2:24][C@H:23]([CH3:26])[CH2:22][CH2:21]3)=[CH:6][C:7]([F:17])=[C:8]([CH:16]=2)[C:9]([O:11]C(C)(C)C)=[O:10])[CH2:3][CH2:2]1.FC(F)(F)C(O)=O>ClCCl>[CH:1]1([C:4]2[C:5]([O:18][CH2:19][C@H:20]3[CH2:25][CH2:24][C@H:23]([CH3:26])[CH2:22][CH2:21]3)=[CH:6][C:7]([F:17])=[C:8]([CH:16]=2)[C:9]([OH:11])=[O:10])[CH2:3][CH2:2]1. Procedure: To a solution of tert-butyl 5-cyclopropyl-2-fluoro-4-((trans-4-methyl-cyclohexyl)methoxy)benzoate (5.95 g, 16.41 mmol) in anhydrous dichloromethane (28 mL) was added trifluoroacetic acid (14 mL). The mixture was stirred for 1 hour at ambient temperature, and then concentrated in vacuo. The solid was triturated with methanol to give the title compound (2.42 g, 48%):): 1H NMR (300 MHz, CDCl3) δ 12.8 (br s, 1H), 7.30 (d, J=8.5 Hz, 1H), 6.88 (d, J=13.1 Hz, 1H), 3.89 (d, J=6.1 Hz, 2H), 2.05-1.96 (m, ... Run in ClCCl (dichloromethane). Run at time 1 hour. Yields the product C1(CC1)C=1C(=CC(=C(C(=O)O)C1)F)OC[C@@H]1CC[C@H](CC1)C (5-cyclopropyl-2-fluoro-4-((trans-4-methylcyclohexyl)-methoxy)benzoic acid). Yield: 48.1%.